Dataset: the Open Reaction Database (ORD), a public repository of structured organic reaction records. Task: describe an organic reaction: reactants, conditions, products, and yield Starting materials: [Na+], C1COCCO1, COC(=O)c1ccc2c(n1)NC(=O)CS2, [OH-], O. The product is O=C1CSc2ccc(C(=O)O)nc2N1. RXN SMILES: [Na+:2].[O:18]1[CH2:19][CH2:20][O:21][CH2:22][CH2:23]1.[O:3]=[C:4]1[NH:5][c:6]2[c:7]([cH:10][cH:11][c:12]([C:14](=[O:15])[O:16][CH3:17])[n:13]2)[S:8][CH2:9]1.[OH-:1].[OH2:24]>>[O:3]=[C:4]1[NH:5][c:6]2[c:7]([cH:10][cH:11][c:12]([C:14](=[O:15])[OH:16])[n:13]2)[S:8][CH2:9]1. Starting materials: CO, O=C1OCCC1=Cc1cc(NC(=O)C(F)(F)F)ccc1S(=O)(=O)Nc1ccc2c(c1)B(O)OC2. Product: O=C1OCCC1Cc1cc(NC(=O)C(F)(F)F)ccc1S(=O)(=O)Nc1ccc2c(c1)B(O)OC2. As a reaction SMILES: [CH3:35][OH:36].[F:1][C:2]([C:3](=[O:4])[NH:5][c:6]1[cH:7][c:8]([CH:26]=[C:27]2[C:28](=[O:32])[O:29][CH2:30][CH2:31]2)[c:9]([S:12]([NH:13][c:14]2[cH:15][cH:16][c:17]3[c:18]([cH:23]2)[B:19]([OH:22])[O:20][CH2:21]3)(=[O:24])=[O:25])[cH:10][cH:11]1)([F:33])[F:34]>>[F:1][C:2]([C:3](=[O:4])[NH:5][c:6]1[cH:7][c:8]([CH2:26][CH:27]2[C:28](=[O:32])[O:29][CH2:30][CH2:31]2)[c:9]([S:12]([NH:13][c:14]2[cH:15][cH:16][c:17]3[c:18]([cH:23]2)[B:19]([OH:22])[O:20][CH2:21]3)(=[O:24])=[O:25])[cH:10][cH:11]1)([F:33])[F:34]. Starting materials: O=C1CC(CCOCc2ccccc2)C1(Cl)Cl, CCOCC, CC(=O)O, [Zn]. Yields the product O=C1CC(CCOCc2ccccc2)C1. As a reaction SMILES: [CH2:1]([c:2]1[cH:3][cH:4][cH:5][cH:6][cH:7]1)[O:8][CH2:9][CH2:10][CH:11]1[C:12]([Cl:16])([Cl:17])[C:13](=[O:15])[CH2:14]1.[CH3:18][CH2:19][O:20][CH2:21][CH3:22].[CH3:23][C:24](=[O:25])[OH:26].[Zn:27]>>[CH2:1]([c:2]1[cH:3][cH:4][cH:5][cH:6][cH:7]1)[O:8][CH2:9][CH2:10][CH:11]1[CH2:12][C:13](=[O:15])[CH2:14]1. Reactants: N1CCC1 (Azetidine), C(C)(=O)OC1C(C(CC1N1C(=NC2=C1C=C(C(=C2)Cl)Cl)Br)COC(C)=O)OC(C)=O (3-(Acetoxymethyl)-5-(2-bromo-5,6-dichloro-1H-benzimidazol-1-yl)-1,2-cyclopentanediyl diacetate), N (ammonia). Run in C(C)O (ethanol). Reaction conditions: time 18 hour. Yields the product ClC1=CC2=C(N(C(=N2)N2CCC2)C2CC(C(C2O)O)CO)C=C1Cl (5-[5,6-Dichloro-2-(1-azetidinyl)-1H-benzimidazol-1-yl]-3-(hydroxymethyl)-1,2-cyclopentanediol). Yield: 40.9%. Reaction SMILES: C([O:4][CH:5]1[CH:9]([N:10]2[C:14]3[CH:15]=[C:16]([Cl:20])[C:17]([Cl:19])=[CH:18][C:13]=3[N:12]=[C:11]2Br)[CH2:8][CH:7]([CH2:22][O:23]C(=O)C)[CH:6]1[O:27]C(=O)C)(=O)C.[NH:31]1[CH2:34][CH2:33][CH2:32]1.N>C(O)C>[Cl:19][C:17]1[C:16]([Cl:20])=[CH:15][C:14]2[N:10]([CH:9]3[CH:5]([OH:4])[CH:6]([OH:27])[CH:7]([CH2:22][OH:23])[CH2:8]3)[C:11]([N:31]3[CH2:34][CH2:33][CH2:32]3)=[N:12][C:13]=2[CH:18]=1. Procedure details: (±)(1R*, 2S*, 3S*, 5S*)-3-(Acetoxymethyl)-5-(2-bromo-5,6-dichloro-1H-benzimidazol-1-yl)-1,2-cyclopentanediyl diacetate (500 mg, 0.958 mmol) was dissolved in ethanol (7 mL). Azetidine (Aldrich, 250 mg, 4.4 mmol as 98%) was added and the solution was refluxed under nitrogen for 48 hours. Methanolic ammonia (saturated at 0° C., 20 mL) was added to the cooled solution and this solution was stirred for an additional 18 hours. Volatiles were evaporated, the residue was redissolved in ethanol (10 mL) a... Starting materials: N (ammonia), FC(C(=O)N(C1=C(C(=O)C2=CC=CC=C2)C=C2C(=C1)OCO2)C(C)C)(F)F (2-(N-trifluoroacetylisopropylamino)- 4,5-methylenedioxybenzophenone). The solvent is O1CCCC1 (tetrahydrofuran). The product is C(C)(C)N1C(N=C(C2=CC3=C(C=C12)OCO3)C3=CC=CC=C3)=O (1-isopropyl-4-phenyl-6,7-methylenedioxy-2(1H)-quinazolinone). As a reaction SMILES: FC(F)(F)[C:3]([N:5]([CH:23]([CH3:25])[CH3:24])[C:6]1[CH:19]=[C:18]2[O:20][CH2:21][O:22][C:17]2=[CH:16][C:7]=1[C:8]([C:10]1[CH:15]=[CH:14][CH:13]=[CH:12][CH:11]=1)=O)=[O:4].[NH3:28]>O1CCCC1>[CH:23]([N:5]1[C:6]2[C:7](=[CH:16][C:17]3[O:22][CH2:21][O:20][C:18]=3[CH:19]=2)[C:8]([C:10]2[CH:15]=[CH:14][CH:13]=[CH:12][CH:11]=2)=[N:28][C:3]1=[O:4])([CH3:25])[CH3:24]. Procedure: A mixture of 1.0 g. of 2-(N-trifluoroacetylisopropylamino)-4,5-methylenedioxybenzophenone (prepared as in Example C) and 50 ml. of tetrahydrofuran saturated with anhydrous ammonia is stirred at room temperature for 48 hours. The solvent is removed in vacuo and the residue recrystallized from isopropanol to give 1-isopropyl-4-phenyl-6,7-methylenedioxy-2(1H)-quinazolinone, m.p. 189°-190°C. The reactants are NC1=NC=C(C#N)C(=C1)C (6-amino-4-methylnicotinonitrile), [H-].[Na+] (sodium hydride), COC1=CC=C(CCl)C=C1 (4-methoxybenzyl chloride). The solvent is CN(C=O)C (N,N-dimethylformamide). Conditions: temperature 0 celsius, time 2 hour. Yields the product COC1=CC=C(CN(C2=NC=C(C#N)C(=C2)C)CC2=CC=C(C=C2)OC)C=C1 (6-(bis(4-methoxybenzyl)amino)-4-methylnicotinonitrile). Isolated yield 95.0%. RXN SMILES: [NH2:1][C:2]1[CH:9]=[C:8]([CH3:10])[C:5]([C:6]#[N:7])=[CH:4][N:3]=1.[H-].[Na+].[CH3:13][O:14][C:15]1[CH:22]=[CH:21][C:18]([CH2:19]Cl)=[CH:17][CH:16]=1>CN(C)C=O>[CH3:13][O:14][C:15]1[CH:22]=[CH:21][C:18]([CH2:19][N:1]([CH2:19][C:18]2[CH:21]=[CH:22][C:15]([O:14][CH3:13])=[CH:16][CH:17]=2)[C:2]2[CH:9]=[C:8]([CH3:10])[C:5]([C:6]#[N:7])=[CH:4][N:3]=2)=[CH:17][CH:16]=1 |f:1.2|. Procedure details: To a stirred mixture of 6-amino-4-methylnicotinonitrile 4-2, which was prepared by using a similar method described in WO199618616 (669 mg, 5.02 mmol) and N,N-dimethylformamide (15.0 mL) at 0° C. under an atmosphere of nitrogen gas was added sodium hydride (60% dispersion in mineral oil; 605 mg, 15.1 mmol). To the mixture was added 4-methoxybenzyl chloride (1.70 mL, 12.5 mmol) at 0° C. The resulting mixture was stirred at 0° C. for 2 hours under an atmosphere of nitrogen gas. The reaction mixtur... The product is ClC1=C(C(=CC=C1F)Cl)[C@@H](C)OC=1C(=NC=C(C1)C1=C(C=C(C=C1)P(=O)(C)C)OC)N (3-[(1R)-1-(2,6-dichloro-3-fluoro-phenyl)ethoxy]-5-(4-dimethylphosphoryl-2-methoxy-phenyl)pyridin-2-amine). Run in CCCCCC.C(C)(C)O (hexane isopropanol). Starting materials: BrC=1C=C(C(=NC1)N)O[C@H](C)C1=C(C(=CC=C1Cl)F)Cl (5-bromo-3-[(1R)-1-(2,6-dichloro-3-fluoro-phenyl)-ethoxy]-pyridin-2-ylamine), BrC1=CC(=C(C=C1)B(O)O)OC (4-bromo2-methoxy-phenyl boronic acid), CP(C)=O (dimethylphosphine oxide). Procedure: The title compound was prepared from 5-bromo-3-[(1R)-1-(2,6-dichloro-3-fluoro-phenyl)-ethoxy]-pyridin-2-ylamine, 4-bromo2-methoxy-phenyl boronic acid, and dimethylphosphine oxide following the same procedures as Example 1 Step 1 and Step 3; ESMS: m/z 483 (M+H)+; chiral purity 99.82% (column AD-H 4.6*250 mm 5 um; solvent:hexane/isopropanol). Reaction SMILES: Br[C:2]1[CH:3]=[C:4]([O:9][C@@H:10]([C:12]2[C:17]([Cl:18])=[CH:16][CH:15]=[C:14]([F:19])[C:13]=2[Cl:20])[CH3:11])[C:5]([NH2:8])=[N:6][CH:7]=1.Br[C:22]1[CH:27]=[CH:26][C:25](B(O)O)=[C:24]([O:31][CH3:32])[CH:23]=1.[CH3:33][PH:34](=[O:36])[CH3:35]>CCCCCC.C(O)(C)C>[Cl:20][C:13]1[C:14]([F:19])=[CH:15][CH:16]=[C:17]([Cl:18])[C:12]=1[C@H:10]([O:9][C:4]1[C:5]([NH2:8])=[N:6][CH:7]=[C:2]([C:25]2[CH:26]=[CH:27][C:22]([P:34]([CH3:35])([CH3:33])=[O:36])=[CH:23][C:24]=2[O:31][CH3:32])[CH:3]=1)[CH3:11] |f:3.4|. The reactants are COCC(=O)O, NCCOc1cccc2ncnc(Nc3ccc(OCc4ccccn4)c(Cl)c3)c12. The product is COCC(=O)NCCOc1cccc2ncnc(Nc3ccc(OCc4ccccn4)c(Cl)c3)c12. As a reaction SMILES: [CH3:1][O:2][CH2:3][C:4](=[O:5])[OH:6].[NH2:7][CH2:8][CH2:9][O:10][c:11]1[c:12]2[c:13]([NH:21][c:22]3[cH:23][c:24]([Cl:36])[c:25]([O:28][CH2:29][c:30]4[n:31][cH:32][cH:33][cH:34][cH:35]4)[cH:26][cH:27]3)[n:14][cH:15][n:16][c:17]2[cH:18][cH:19][cH:20]1>>[CH3:1][O:2][CH2:3][C:4](=[O:6])[NH:7][CH2:8][CH2:9][O:10][c:11]1[c:12]2[c:13]([NH:21][c:22]3[cH:23][c:24]([Cl:36])[c:25]([O:28][CH2:29][c:30]4[n:31][cH:32][cH:33][cH:34][cH:35]4)[cH:26][cH:27]3)[n:14][cH:15][n:16][c:17]2[cH:18][cH:19][cH:20]1. The reactants are COc1ccc(C(C=O)c2ccc(OC)cc2)cc1, Cc1ccccc1, O, O, NC(=O)c1sc2ccc(C(F)(F)F)cc2c1O, Cc1ccc(S(=O)(=O)O)cc1. Product: COc1ccc(C(=CNC(=O)c2sc3ccc(C(F)(F)F)cc3c2O)c2ccc(OC)cc2)cc1. Reaction SMILES: [CH3:18][O:19][c:20]1[cH:21][cH:22][c:23]([CH:26]([CH:27]=[O:28])[c:29]2[cH:30][cH:31][c:32]([O:35][CH3:36])[cH:33][cH:34]2)[cH:24][cH:25]1.[CH3:50][c:51]1[cH:52][cH:53][cH:54][cH:55][cH:56]1.[OH2:37].[OH2:49].[OH:1][c:2]1[c:3]2[c:4]([s:5][c:6]1[C:7](=[O:8])[NH2:9])[cH:10][cH:11][c:12]([C:14]([F:15])([F:16])[F:17])[cH:13]2.[c:38]1([CH3:39])[cH:40][cH:41][c:42]([S:43]([OH:44])(=[O:45])=[O:46])[cH:47][cH:48]1>>[OH:1][c:2]1[c:3]2[c:4]([s:5][c:6]1[C:7](=[O:8])[NH:9][CH:27]=[C:26]([c:23]1[cH:22][cH:21][c:20]([O:19][CH3:18])[cH:25][cH:24]1)[c:29]1[cH:30][cH:31][c:32]([O:35][CH3:36])[cH:33][cH:34]1)[cH:10][cH:11][c:12]([C:14]([F:15])([F:16])[F:17])[cH:13]2. The reactants are Clc1ncnc2nc[nH]c12, Nc1nc2ccc(NC(=O)Nc3ccc(Cl)c(C(F)(F)F)c3)cc2s1. The product is O=C(Nc1ccc(Cl)c(C(F)(F)F)c1)Nc1ccc2nc(Nc3ncnc4[nH]cnc34)sc2c1. Reaction SMILES: [Cl:1][c:2]1[c:3]2[nH:4][cH:5][n:6][c:7]2[n:8][cH:9][n:10]1.[NH2:11][c:12]1[s:13][c:14]2[c:15]([n:16]1)[cH:17][cH:18][c:19]([NH:21][C:22](=[O:23])[NH:24][c:25]1[cH:26][c:27]([C:32]([F:33])([F:34])[F:35])[c:28]([Cl:31])[cH:29][cH:30]1)[cH:20]2>>[c:2]1([NH:11][c:12]2[s:13][c:14]3[c:15]([n:16]2)[cH:17][cH:18][c:19]([NH:21][C:22](=[O:23])[NH:24][c:25]2[cH:26][c:27]([C:32]([F:33])([F:34])[F:35])[c:28]([Cl:31])[cH:29][cH:30]2)[cH:20]3)[c:3]2[n:4][cH:5][nH:6][c:7]2[n:8][cH:9][n:10]1.